This data is from the Open Reaction Database (ORD), a public repository of structured organic reaction records. The task is: describe an organic reaction: reactants, conditions, products, and yield Reactants: COC(C(C(C)=O)C(C1=C(C=C(C=C1)Br)OC)=O)=O (2-(4-bromo-2-methoxy-benzoyl)-3-oxo-butyric acid methyl ester), Cl.NO (hydroxylamine hydrochloride). The product is COC(=O)C=1C(=NOC1C1=C(C=C(C=C1)Br)OC)C (5-(4-Bromo-2-methoxy-phenyl)-3-methyl-isoxazole-4-carboxylic acid methyl ester). RXN SMILES: [CH3:1][O:2][C:3](=[O:19])[CH:4]([C:8](=[O:18])[C:9]1[CH:14]=[CH:13][C:12]([Br:15])=[CH:11][C:10]=1[O:16][CH3:17])[C:5](=O)[CH3:6].Cl.[NH2:21]O>>[CH3:1][O:2][C:3]([C:4]1[C:5]([CH3:6])=[N:21][O:18][C:8]=1[C:9]1[CH:14]=[CH:13][C:12]([Br:15])=[CH:11][C:10]=1[O:16][CH3:17])=[O:19] |f:1.2|. Reported procedure: Prepared according to the procedure described in Example 1, Step 3 using 2-(4-bromo-2-methoxy-benzoyl)-3-oxo-butyric acid methyl ester and hydroxylamine hydrochloride. Starting materials: P(=O)([O-])([O-])[O-].[K+].[K+].[K+] (potassium phosphate), N[C@@H](CCC(=O)[O-])C(=O)[O-] (glutamate), N1C(=CC2=CC=CC=C12)CC(C(=O)[O-])=O (indole-pyruvate), [Mg+2].[Cl-].[Cl-] (MgCl2), C(C(=O)C)(=O)[O-] (pyruvate). Product: C1=CC=C2C(=C1)C(=CN2)C[C@](C[C@@H](C(=O)O)N)(C(=O)O)O (monatin). As a reaction SMILES: P([O-])([O-])([O-])=O.[K+].[K+].[K+].[NH2:9][C@H:10]([C:16]([O-:18])=[O:17])[CH2:11]CC([O-])=O.[NH:19]1[C:27]2[C:22](=[CH:23][CH:24]=[CH:25][CH:26]=2)[CH:21]=[C:20]1CC(=O)C([O-])=O.[Mg+2].[Cl-].[Cl-].[C:37]([O-:42])(=[O:41])[C:38]([CH3:40])=[O:39]>>[CH:24]1[CH:23]=[C:22]2[C:21]([CH2:40][C@@:38]([OH:39])([C:37]([OH:42])=[O:41])[CH2:11][C@H:10]([NH2:9])[C:16]([OH:18])=[O:17])=[CH:20][NH:19][C:27]2=[CH:26][CH:25]=1 |f:0.1.2.3,6.7.8|. Procedure details: Similar experiments were conducted using Biocatalytics Aminotransferase buffer, which contained 100 mM potassium phosphate pH 7.5, 0.1 mM PLP, and 100 mM glutamate. Solid indole-pyruvate and D-aminotransferase were added as above. ProA aldolase (50 μg), MgCl2, and 50 mM pyruvate were added from stock solutions. The assays were treated as above, although no pH adjustment was required in this case. A negative control was done with just the BioCatalytics supplied enzyme and buffer, which did not pr... Reactants: C1(C=2C(C(N1)=O)=CC=CC2)=O.[K] (potassium phthalimide), C([O-])([O-])=O.[K+].[K+] (potassium carbonate), ClC(C=C)C (3-chloro-1-butene). Run in CN(C)C=O (DMF). Run at temperature 135 celsius. Product: CC(C=C)N1C(C2=CC=CC=C2C1=O)=O (2-(1-Methylallyl)isoindole-1,3-dione), solid. Yield: 65.0%. RXN SMILES: [C:1]1(=[O:11])[NH:5][C:4](=[O:6])[C:3]2=[CH:7][CH:8]=[CH:9][CH:10]=[C:2]12.[K].C(=O)([O-])[O-].[K+].[K+].Cl[CH:20]([CH3:23])[CH:21]=[CH2:22]>CN(C=O)C>[CH3:22][CH:21]([N:5]1[C:1](=[O:11])[C:2]2[C:3](=[CH:7][CH:8]=[CH:9][CH:10]=2)[C:4]1=[O:6])[CH:20]=[CH2:23] |f:0.1,2.3.4,^1:11|. Procedure: To a suspension of potassium phthalimide (7.08 g, 38.2 mmol) in DMF (60 mL) was added potassium carbonate (1.06 g, 7.6 mmol) and 3-chloro-1-butene (5.0 mL, 49.7 mmol). The mixture was heated under reflux in a bath at 135° C. for 4 h. The cooled reaction mixture was concentrated in vacuo and water (65 mL) was added over 5 minutes with rapid stirring at 40° C. The resulting suspension was cooled in an ice bath and then the solid was collected by filtration, washed with water (2×7 mL), then ethanol... The reactants are Fc1cc(-c2cc(C(F)(F)F)nc(-n3cnc(Br)c3)n2)ccc1C(F)(F)F, CC1(C)OB(c2ccc(N)nc2)OC1(C)C. Yields the product Nc1ccc(-c2cn(-c3nc(-c4ccc(C(F)(F)F)c(F)c4)cc(C(F)(F)F)n3)cn2)cn1. As a reaction SMILES: [Br:1][c:2]1[n:3][cH:4][n:5](-[c:7]2[n:8][c:9]([C:24]([F:25])([F:26])[F:27])[cH:10][c:11](-[c:13]3[cH:14][c:15]([F:23])[c:16]([C:19]([F:20])([F:21])[F:22])[cH:17][cH:18]3)[n:12]2)[cH:6]1.[NH2:28][c:29]1[n:30][cH:31][c:32]([B:35]2[O:36][C:37]([CH3:38])([CH3:39])[C:40]([CH3:41])([CH3:42])[O:43]2)[cH:33][cH:34]1>>[c:2]1(-[c:32]2[cH:31][n:30][c:29]([NH2:28])[cH:34][cH:33]2)[n:3][cH:4][n:5](-[c:7]2[n:8][c:9]([C:24]([F:25])([F:26])[F:27])[cH:10][c:11](-[c:13]3[cH:14][c:15]([F:23])[c:16]([C:19]([F:20])([F:21])[F:22])[cH:17][cH:18]3)[n:12]2)[cH:6]1. Starting materials: BrC(C(Br)(Cl)Cl)(Cl)Cl (1,2-dibromotetrachloroethane), ClC=1C=C(C(=O)O)C=CC1F (3-chloro-4-fluorobenzoic acid), O (Water). Run in O1CCCC1 (THF), O1CCCC1 (THF). Conditions: temperature -75 celsius, time 8 hour. The product is BrC1=C(C(=O)O)C=CC(=C1Cl)F (2-bromo-3-chloro-4-fluorobenzoic acid). Yield: 93.5%. Reaction SMILES: [Cl:1][C:2]1[CH:3]=[C:4]([CH:8]=[CH:9][C:10]=1[F:11])[C:5]([OH:7])=[O:6].[Br:12]C(Cl)(Cl)C(Cl)(Cl)Br.O>O1CCCC1>[Br:12][C:3]1[C:2]([Cl:1])=[C:10]([F:11])[CH:9]=[CH:8][C:4]=1[C:5]([OH:7])=[O:6]. Reported procedure: n-Butyl lithium (2.5M solution, 76 ml) was added to a stirred solution of diisopropylamine (28 ml) in dry tetrahydrofuran (THF) at -75° C., and maintained at -30° C. for a further 1 hour, to produce lithium diisopropylamide (LDA). After re-cooling to -75° C., a solution of 3-chloro-4-fluorobenzoic acid (14.4 g) in dry THF was added over 1 hour, and stirring was continued overnight at -75° C. A solution of 1,2-dibromotetrachloroethane (42.77 g) in dry THF was then added over 20 minutes, stirring ... Starting materials: BrCC1=NSC2=C1C=C(C=C2)N2C(N(C(=CC2=O)C(F)(F)F)C)=O (3-[3-(bromomethyl)-1,2-benzisothiazol-5-yl]-1-methyl-6-(trifluoromethyl)-2,4(1H,3H)-pyrimidinedione), [N-]=[N+]=[N-].[Na+] (sodium azide), ice water, C1COCCOCCOCCOCCOCCO1 (18-crown-6). Solvent: CN(C=O)C (N,N-dimethylformamide). Run at time 8 hour. Product: N(=[N+]=[N-])CC1=NSC2=C1C=C(C=C2)N2C(N(C(=CC2=O)C(F)(F)F)C)=O (3-[3-(Azidomethyl)-1,2-benzisothiazol-5-yl]-1-methyl-6-(trifluoromethyl)-2,4(1H,3H)-pyrimidinedione). As a reaction SMILES: Br[CH2:2][C:3]1[C:7]2[CH:8]=[C:9]([N:12]3[C:17](=[O:18])[CH:16]=[C:15]([C:19]([F:22])([F:21])[F:20])[N:14]([CH3:23])[C:13]3=[O:24])[CH:10]=[CH:11][C:6]=2[S:5][N:4]=1.[N-:25]=[N+:26]=[N-:27].[Na+].C1OCCOCCOCCOCCOCCOC1>CN(C)C=O>[N:25]([CH2:2][C:3]1[C:7]2[CH:8]=[C:9]([N:12]3[C:17](=[O:18])[CH:16]=[C:15]([C:19]([F:22])([F:21])[F:20])[N:14]([CH3:23])[C:13]3=[O:24])[CH:10]=[CH:11][C:6]=2[S:5][N:4]=1)=[N+:26]=[N-:27] |f:1.2|. Procedure details: A solution of 3-[3-(bromomethyl)-1,2-benzisothiazol-5-yl]-1-methyl-6-(trifluoromethyl)-2,4(1H,3H)-pyrimidinedione (2.00 g, 4.76 mmol) in N,N-dimethylformamide is treated with sodium azide (0.325 g, 5.00 mmol), stirred overnight at room temperature, treated with 18-crown-6, stirred at room temperature for two hours, and poured into an ice-water mixture. The resultant aqueous mixture is filtered to obtain a solid. The solid is washed with water and air-dried to give the title product as a white so... Isolated yield 92.0%. RXN SMILES: [CH3:1][CH:2]([CH:4]([OH:8])[CH:5]([CH3:7])[CH3:6])[CH3:3].[CH3:9][S:10](Cl)(=[O:12])=[O:11].C(Cl)Cl>C(N(CC)CC)C>[CH3:9][S:10]([O:8][CH:4]([CH:5]([CH3:7])[CH3:6])[CH:2]([CH3:3])[CH3:1])(=[O:12])=[O:11]. Procedure: In a four-neck flask having an inner volume of 100 ml, 5.81 g (50 m.mols) of 2,4-dimethyl-3-pentanol, 6.30 g (55 m.mols) of methane sulfonyl chloride, and 50 ml of methylene chloride were placed and cooled to 0° C. To the cooled mixture, 7.59 g (75 m.mols) of triethyl amine was added dropwise over a period of one hour with the reaction temperature retained meanwhile. The reactants in the resultant reaction mixture were left reacting at 0° C. for one hour. After the reaction, the reaction mass wa... Run at temperature 0 celsius, time 1 hour. The product is CS(=O)(=O)OC(C(C)C)C(C)C ((2,4-dimethyl-3-pentyl) methanesulfonate). Solvent: C(C)N(CC)CC (triethyl amine). Starting materials: CC(C)C(C(C)C)O (2,4-dimethyl-3-pentanol), ice water, CS(=O)(=O)Cl (methane sulfonyl chloride), C(Cl)Cl (methylene chloride).